Dataset: the Open Reaction Database (ORD), a public repository of structured organic reaction records. Task: describe an organic reaction: reactants, conditions, products, and yield Reactants: RuBr2, ClC1=C(C(=O)C2(CCCC2)C(=O)OCC)C=CC(=C1)Cl (ethyl 1-(2,4-dichlorobenzoyl)cyclopentanecarboxylate), [H][H] (hydrogen). Run in CO.O (methanol water). Product: ClC1=C(C=CC(=C1)Cl)C(C1(CCCC1)C(=O)OCC)O (ethyl 1-[(2,4-dichlorophenyl)(hydroxy)methyl]cyclopentanecarboxylate). Isolated yield 51.2%. RXN SMILES: [Cl:1][C:2]1[CH:19]=[C:18]([Cl:20])[CH:17]=[CH:16][C:3]=1[C:4]([C:6]1([C:11]([O:13][CH2:14][CH3:15])=[O:12])[CH2:10][CH2:9][CH2:8][CH2:7]1)=[O:5].[H][H]>CO.O>[Cl:1][C:2]1[CH:19]=[C:18]([Cl:20])[CH:17]=[CH:16][C:3]=1[CH:4]([OH:5])[C:6]1([C:11]([O:13][CH2:14][CH3:15])=[O:12])[CH2:10][CH2:9][CH2:8][CH2:7]1 |f:2.3|. Procedure: (S)-tBuBisP*-RuBr2 (16 mg) was placed in a reactor and deaerated. After substitution with argon, a mixture of ethyl 1-(2,4-dichlorobenzoyl)cyclopentanecarboxylate (2.8 g, 5.6 mmol) and methanol-water (101) (30 ml) was added. Under 70° C. and hydrogen pressure (6 kg/cm2), the mixture was stirred for 30 h and concentrated. This was diluted with ethyl acetate (50 ml), washed with water and concentrated to dryness. This was purified by silica gel column chromatography (hexane:ethyl acetate=4:1) to g... The reactants are O (water), ClC(=O)OC1=CC=CC=C1 (phenyl chloroformate), CCN(C(C)C)C(C)C (DIEA), COC(C(C(C)C)NC(C(CCC1=CC=CC=C1)N)=O)=O (2-(2-Amino-4-phenyl-butyrylamino)-3-methylbutyric acid methyl ester). The solvent is O1CCOCC1 (dioxane). Run at time 3 hour. The product is COC(C(C(C)C)NC(C(CCC1=CC=CC=C1)NC(=O)OC1=CC=CC=C1)=O)=O (3-Methyl-2-(2-phenoxycarbonylamino-4-phenyl-butyrylamino)-butyric acid methyl ester). Yield: 79.0%. As a reaction SMILES: [CH3:1][O:2][C:3](=[O:21])[CH:4]([NH:8][C:9](=[O:20])[CH:10]([NH2:19])[CH2:11][CH2:12][C:13]1[CH:18]=[CH:17][CH:16]=[CH:15][CH:14]=1)[CH:5]([CH3:7])[CH3:6].O.Cl[C:24]([O:26][C:27]1[CH:32]=[CH:31][CH:30]=[CH:29][CH:28]=1)=[O:25].CCN(C(C)C)C(C)C>O1CCOCC1>[CH3:1][O:2][C:3](=[O:21])[CH:4]([NH:8][C:9](=[O:20])[CH:10]([NH:19][C:24]([O:26][C:27]1[CH:32]=[CH:31][CH:30]=[CH:29][CH:28]=1)=[O:25])[CH2:11][CH2:12][C:13]1[CH:14]=[CH:15][CH:16]=[CH:17][CH:18]=1)[CH:5]([CH3:6])[CH3:7]. Reported procedure: To a mixture of the crude compound obtained in step b above (1400 mg) in dioxane (18 mL) and water (2 mL) was added phenyl chloroformate (0.9 mL, 7.16 mmol) and DIEA (1.6 mL, 8.95 mmol). The mixture was stirred at room temperature for 3 h and concentrated under reduced pressure. The residue was partitioned between water and EtOAc. The aqueous layer was extracted with EtOAc, the combined organic phases were dried and concentrated. The residue was purified by silica gel column chromatography to af... Starting materials: solid, Cl.Cl.Cl.O1CCC=2C1=C(N=CC2)N2CCN(CC2)CC[C@@H]2CC[C@H](CC2)N (trans-4-{2-[4-(2,3-dihydro-furo[2,3-c]pyridin-7-yl)-piperazin-1-yl]-ethyl}-cyclohexylamine trihydrochloride), Cl.Cl.Cl.O1CCC=2C1=C(N=CC2)N2CCN(CC2)CC[C@@H]2CC[C@H](CC2)N (trans-4-{2-[4-(2,3-dihydro-furo[2,3-c]pyridin-7-yl)-piperazin-1-yl]-ethyl}-cyclohexylamine trihydrochloride), CC(=CC(=O)O)C (3-methyl-but-2-enoic acid). Product: O1CCC=2C1=C(N=CC2)N2CCN(CC2)CC[C@@H]2CC[C@H](CC2)NC(C=C(C)C)=O (3-Methyl-but-2-enoic acid trans-(4-{2-[4-(2,3-dihydro-furo[2,3-c]pyridin-7-yl)-piperazin-1-yl]-ethyl}-cyclohexyl)-amide). Reaction SMILES: Cl.Cl.Cl.[O:4]1[C:8]2=[C:9]([N:13]3[CH2:18][CH2:17][N:16]([CH2:19][CH2:20][C@H:21]4[CH2:26][CH2:25][C@H:24]([NH2:27])[CH2:23][CH2:22]4)[CH2:15][CH2:14]3)[N:10]=[CH:11][CH:12]=[C:7]2[CH2:6][CH2:5]1.[CH3:28][C:29]([CH3:34])=[CH:30][C:31](O)=[O:32]>>[O:4]1[C:8]2=[C:9]([N:13]3[CH2:18][CH2:17][N:16]([CH2:19][CH2:20][C@H:21]4[CH2:26][CH2:25][C@H:24]([NH:27][C:31](=[O:32])[CH:30]=[C:29]([CH3:34])[CH3:28])[CH2:23][CH2:22]4)[CH2:15][CH2:14]3)[N:10]=[CH:11][CH:12]=[C:7]2[CH2:6][CH2:5]1 |f:0.1.2.3|. Reported procedure: The title compound, white solid (92 mg, 89%), MS (ISP) m/z=413.5 [(M+H)+], mp 183.5° C., was prepared in accordance with the general method of example 6 from trans-4-{2-[4-(2,3-dihydro-furo[2,3-c]pyridin-7-yl)-piperazin-1-yl]-ethyl}-cyclohexylamine trihydrochloride (intermediate B) (110 mg, 0.25 mmol) and 3-methyl-but-2-enoic acid. Starting materials: C(C)(C)OC(C)C (isopropyl ether), FC(C(=O)O)(F)F (Trifluoroacetic acid), NC=1SC=C(N1)C(C(=O)NC1[C@@H]2N(C(=C(CS2)C)C(=S)OCOC(C(C)(C)C)=O)C1=O)=NOCC(=O)OC(C1=CC=CC=C1)C1=CC=CC=C1 (pivaloyloxymethyl 7-[2-(2-aminothiazol-4-yl)-2-benzhydryloxycarbonylmethoxyiminoacetamido]-3-methylthio-3-cephem-4-carboxylate), C1(=CC=CC=C1)OC (anisole). Solvent: ClCCl (dichloromethane). Yields the product NC=1SC=C(N1)C(C(=O)NC1[C@@H]2N(C(=C(CS2)C)C(=S)OCOC(C(C)(C)C)=O)C1=O)=NOCC(=O)O (pivaloyloxymethyl 7-[2-(2-aminothiazol-4-yl)-2-carboxymethoxyiminoacetamido]-3-methylthio-3-cephem-4-carboxylate). The yield is 70.4%. Reaction SMILES: FC(F)(F)C(O)=O.[NH2:8][C:9]1[S:10][CH:11]=[C:12]([C:14](=[N:39][O:40][CH2:41][C:42]([O:44]C(C2C=CC=CC=2)C2C=CC=CC=2)=[O:43])[C:15]([NH:17][CH:18]2[C:37](=[O:38])[N:20]3[C:21]([C:26]([O:28][CH2:29][O:30][C:31](=[O:36])[C:32]([CH3:35])([CH3:34])[CH3:33])=[S:27])=[C:22]([CH3:25])[CH2:23][S:24][C@H:19]23)=[O:16])[N:13]=1.C1(OC)C=CC=CC=1.C(OC(C)C)(C)C>ClCCl>[NH2:8][C:9]1[S:10][CH:11]=[C:12]([C:14](=[N:39][O:40][CH2:41][C:42]([OH:44])=[O:43])[C:15]([NH:17][CH:18]2[C:37](=[O:38])[N:20]3[C:21]([C:26]([O:28][CH2:29][O:30][C:31](=[O:36])[C:32]([CH3:33])([CH3:34])[CH3:35])=[S:27])=[C:22]([CH3:25])[CH2:23][S:24][C@H:19]23)=[O:16])[N:13]=1. Procedure details: Trifluoroacetic acid (4.7 g) was added to a solution of pivaloyloxymethyl 7-[2-(2-aminothiazol-4-yl)-2-benzhydryloxycarbonylmethoxyiminoacetamido]-3-methylthio-3-cephem-4-carboxylate (syn isomer) (3.1 g) in dichloromethane (12.4 ml) and anisole (0.9 g) with ice-cooling and the mixture was stirred for an hour at ambient temperature. To the resulting solution was added isopropyl ether and stirred. The precipitates were collected by filtration, washed with isopropyl ether. The precipitates were add...